From a dataset of the Open Reaction Database (ORD), a public repository of structured organic reaction records. describe an organic reaction: reactants, conditions, products, and yield Starting materials: [Cl-].[NH4+] (ammonium chloride), COC=1C=CC2=C(SC=C2)C1 (6-methoxybenzo[b]thiophene), C(CCC)[Li] (n-butyllithium), C1(CCCCC1)=O (cyclohexanone). Run in C1CCOC1 (THF), C1CCOC1 (THF). Product: COC=1C=CC2=C(SC(=C2)C2(CCCCC2)O)C1 (6-methoxy-2-(1-hydroxycyclohexyl)benzo[b]thiophene). As a reaction SMILES: [CH3:1][O:2][C:3]1[CH:4]=[CH:5][C:6]2[CH:10]=[CH:9][S:8][C:7]=2[CH:11]=1.C([Li])CCC.[C:17]1(=[O:23])[CH2:22][CH2:21][CH2:20][CH2:19][CH2:18]1.[Cl-].[NH4+]>C1COCC1>[CH3:1][O:2][C:3]1[CH:4]=[CH:5][C:6]2[CH:10]=[C:9]([C:17]3([OH:23])[CH2:22][CH2:21][CH2:20][CH2:19][CH2:18]3)[S:8][C:7]=2[CH:11]=1 |f:3.4|. Reported procedure: 3.2 g of 6-methoxybenzo[b]thiophene was dissolved in 3 ml of THF and the solution was cooled with ice. 18.6 ml of n-butyllithium (15% hexane solution) was gradually added in a stream of nitrogen and the mixture was stirred. A THF solution of 3.1 ml of cyclohexanone was added and the mixture was stirred at room temperature for 6 hours. 35 ml of saturated aqueous ammonium chloride solution was added to the reaction mixture, the resultant mixture was extracted with ether, and the extract was dried ... Reactants: CC(C)(C)OC(=O)N1CCCC1COc1ccc(Cc2ccccc2)cc1, Cl, C1COCCO1. Product: c1ccc(Cc2ccc(OCC3CCCN3)cc2)cc1. Reaction SMILES: [C:1]([O:2][C:3](=[O:4])[N:8]1[CH:9]([CH2:13][O:14][c:15]2[cH:16][cH:17][c:18]([CH2:21][c:22]3[cH:23][cH:24][cH:25][cH:26][cH:27]3)[cH:19][cH:20]2)[CH2:10][CH2:11][CH2:12]1)([CH3:5])([CH3:6])[CH3:7].[ClH:28].[O:29]1[CH2:30][CH2:31][O:32][CH2:33][CH2:34]1>>[NH:8]1[CH:9]([CH2:13][O:14][c:15]2[cH:16][cH:17][c:18]([CH2:21][c:22]3[cH:23][cH:24][cH:25][cH:26][cH:27]3)[cH:19][cH:20]2)[CH2:10][CH2:11][CH2:12]1. Reactants: CCOCC (ether), ClC1=C(C(=O)OCC)C=C(C(=C1)Cl)F (ethyl 2,4-dichloro-5-fluoro-benzoate), C(C)#N (acetonitrile), [H-].[Na+] (sodium hydride). Run in O1CCCC1 (tetrahydrofuran). Product: ClC1=C(C(=O)CC#N)C=C(C(=C1)Cl)F (2,4-dichloro-5-fluoro-benzoylacetonitrile). Isolated yield 34.5%. Reaction SMILES: [Cl:1][C:2]1[CH:12]=[C:11]([Cl:13])[C:10]([F:14])=[CH:9][C:3]=1[C:4]([O:6]CC)=O.[C:15](#[N:17])[CH3:16].[H-].[Na+].CCOCC>O1CCCC1>[Cl:1][C:2]1[CH:12]=[C:11]([Cl:13])[C:10]([F:14])=[CH:9][C:3]=1[C:4]([CH2:16][C:15]#[N:17])=[O:6] |f:2.3|. Procedure: A mixture of 47.4 g of ethyl 2,4-dichloro-5-fluoro-benzoate and 8.2 g of anhydrous acetonitrile are added dropwise to a suspension of 6.1 g of 80% strength sodium hydride in 100 ml of anhydrous tetrahydrofuran under reflux in the course of about 1 hour. The mixture is heated at the boiling point under reflux for a further hour and cooled to room temperature, and 150 ml of ether are added. The precipitate is filtered off with suction and dissolved in 50 ml of ice-water and the solution is acidifi... The reactants are C(C1=CC=CC=C1)Br (benzyl bromide), C(=O)O.NC1=NC(=NC(=C1NC(OC)=O)N)C=1N=C(N2N=CC=CC21)CC2=C(C=CC=C2)F (methyl {4,6-diamino-2-[7-(2-fluorobenzyl)imidazo[1,5-b]pyridazin-5-yl]pyrimidin-5-yl}carbamate formate), solution, C[Si](C)(C)[N-][Si](C)(C)C.[Na+] (sodium bis(trimethylsilyl)amide). The solvent is C1CCOC1 (THF), C1CCOC1 (THF). Reaction conditions: temperature 20 celsius, time 30 minute. Product: C(=O)O.C(C1=CC=CC=C1)N(C(OC)=O)C=1C(=NC(=NC1N)C=1N=C(N2N=CC=CC21)CC2=C(C=CC=C2)F)N (Methyl benzyl{4,6-diamino-2-[7-(2-fluorobenzyl)imidazo[1,5-b]pyridazin-5-yl]pyrimidin-5-yl}carbamate formate). Reaction SMILES: [CH:1]([OH:3])=[O:2].[NH2:4][C:5]1[C:10]([NH:11][C:12](=[O:15])[O:13][CH3:14])=[C:9]([NH2:16])[N:8]=[C:7]([C:17]2[N:18]=[C:19]([CH2:26][C:27]3[CH:32]=[CH:31][CH:30]=[CH:29][C:28]=3[F:33])[N:20]3[C:25]=2[CH:24]=[CH:23][CH:22]=[N:21]3)[N:6]=1.C[Si]([N-][Si](C)(C)C)(C)C.[Na+].[CH2:44](Br)[C:45]1[CH:50]=[CH:49][CH:48]=[CH:47][CH:46]=1>C1COCC1>[CH:1]([OH:3])=[O:2].[CH2:44]([N:11]([C:10]1[C:5]([NH2:4])=[N:6][C:7]([C:17]2[N:18]=[C:19]([CH2:26][C:27]3[CH:32]=[CH:31][CH:30]=[CH:29][C:28]=3[F:33])[N:20]3[C:25]=2[CH:24]=[CH:23][CH:22]=[N:21]3)=[N:8][C:9]=1[NH2:16])[C:12](=[O:15])[O:13][CH3:14])[C:45]1[CH:50]=[CH:49][CH:48]=[CH:47][CH:46]=1 |f:0.1,2.3,6.7|. Procedure details: At 0° C., 100 mg (0.22 mmol) of methyl {4,6-diamino-2-[7-(2-fluorobenzyl)imidazo[1,5-b]pyridazin-5-yl]pyrimidin-5-yl}carbamate formate were initially charged in THF (0.94 ml), and 44.4 mg (0.24 mmol) of a 2 N solution of sodium bis(trimethylsilyl)amide in THF were added. After 30 min at 0° C., 52 μl (0.44 mmol) of benzyl bromide were added and the mixture was stirred at 20° C. for 20 hours. The reaction mixture was then concentrated and the residue was purified by preparative HPLC (acetonitrile/... The reactants are COC(C1=C(C=C(C=C1)Cl)N(C(=O)OC(C)(C)C)S(=O)(=O)C1=CC=C(C=C1)OCCC=1N=C(OC1C)C1=CC=CC=C1)=O (4-chloro-2-{4-[2-(5-methyl-2-phenyl-oxazol-4-yl)-ethoxy]-benzenesulfonyl-(t-butoxycarbonyl)amino}-benzoic acid methyl ester), [OH-].[Na+] (NaOH). Solvent: O1CCOCC1 (dioxane). Conditions: temperature 90 celsius. Product: ClC1=CC(=C(C(=O)O)C=C1)NS(=O)(=O)C1=CC=C(C=C1)OCCC=1N=C(OC1C)C1=CC=CC=C1 (4-chloro-2-{4-[2-(5-methyl-2-phenyl-oxazol-4-yl)-ethoxy]-benzenesulfonyl-amino}-benzoic acid). As a reaction SMILES: C[O:2][C:3](=[O:43])[C:4]1[CH:9]=[CH:8][C:7]([Cl:10])=[CH:6][C:5]=1[N:11]([S:19]([C:22]1[CH:27]=[CH:26][C:25]([O:28][CH2:29][CH2:30][C:31]2[N:32]=[C:33]([C:37]3[CH:42]=[CH:41][CH:40]=[CH:39][CH:38]=3)[O:34][C:35]=2[CH3:36])=[CH:24][CH:23]=1)(=[O:21])=[O:20])C(OC(C)(C)C)=O.[OH-].[Na+]>O1CCOCC1>[Cl:10][C:7]1[CH:8]=[CH:9][C:4]([C:3]([OH:43])=[O:2])=[C:5]([NH:11][S:19]([C:22]2[CH:23]=[CH:24][C:25]([O:28][CH2:29][CH2:30][C:31]3[N:32]=[C:33]([C:37]4[CH:38]=[CH:39][CH:40]=[CH:41][CH:42]=4)[O:34][C:35]=3[CH3:36])=[CH:26][CH:27]=2)(=[O:20])=[O:21])[CH:6]=1 |f:1.2|. Procedure details: A solution of the title G compound, 4-chloro-2-{4-[2-(5-methyl-2-phenyl-oxazol-4-yl)-ethoxy]-benzenesulfonyl-(t-butoxycarbonyl)amino}-benzoic acid methyl ester (300 mg, 0.48 mmol) in dioxane (5 mL) to which 2.4 mL of 1 N aqueous NaOH is added is heated at 90° C. for 3 h. The mixture is concentrated under vacuum, acidified with 1 N aqueous HCl, and extracted twice with EtOAc. The organic solution is dried over anhydrous magnesium sulfate, filtered and concentrated to give a crude product which is... The reactants are CC(=O)O, CCO, [Fe], O=c1cnn(-c2cccc([N+](=O)[O-])c2)c(=O)[nH]1, Nc1cccc(-n2ncc(=O)[nH]c2=O)c1, [Na+], [OH-], O. Product: CC(=O)Nc1cccc(-n2ncc(=O)[nH]c2=O)c1. RXN SMILES: [CH3:18][C:19]([OH:20])=[O:21].[CH3:41][CH2:42][OH:43].[Fe:39].[N+:1]([O-:2])(=[O:3])[c:4]1[cH:5][c:6](-[n:10]2[n:11][cH:12][c:13](=[O:17])[nH:14][c:15]2=[O:16])[cH:7][cH:8][cH:9]1.[NH2:24][c:25]1[cH:26][c:27](-[n:28]2[c:29](=[O:30])[nH:31][c:32](=[O:33])[cH:34][n:35]2)[cH:36][cH:37][cH:38]1.[Na+:23].[OH-:22].[OH2:40]>>[NH:1]([c:4]1[cH:5][c:6](-[n:10]2[n:11][cH:12][c:13](=[O:17])[nH:14][c:15]2=[O:16])[cH:7][cH:8][cH:9]1)[C:19]([CH3:18])=[O:20]. Reactants: ClC1=CC=C(C=C1)O (p-Chlorophenol), [N+](=O)([O-])C1=CC=C(C=C1)Br (p-nitrobromobenzene), C([O-])([O-])=O.[K+].[K+] (potassium carbonate). Solvent: O (water). Reaction conditions: temperature 120 celsius, time 24 hour. Product: ClC1=CC=C(OC2=CC=C(C=C2)[N+](=O)[O-])C=C1 (4-(4-chlorophenoxy)nitrobenzene). Yield: 95.0%. Reaction SMILES: [Cl:1][C:2]1[CH:7]=[CH:6][C:5]([OH:8])=[CH:4][CH:3]=1.[N+:9]([C:12]1[CH:17]=[CH:16][C:15](Br)=[CH:14][CH:13]=1)([O-:11])=[O:10].C(=O)([O-])[O-].[K+].[K+]>O>[Cl:1][C:2]1[CH:7]=[CH:6][C:5]([O:8][C:15]2[CH:16]=[CH:17][C:12]([N+:9]([O-:11])=[O:10])=[CH:13][CH:14]=2)=[CH:4][CH:3]=1 |f:2.3.4|. Procedure: p-Chlorophenol (7 g), p-nitrobromobenzene (11.0 g) and potassium carbonate (9.02 g) in dimethylsufoxide (35 ml) were heated with stirring at 120° C. for 24 hours and cooled, and the mixture was poured into water. The resulting precipitate was collected by filtration and washed with water. The resultant was heated in a mixed solvent of methanol/water [4:1,(v/v)], and allowed to cool. The resulting product was collected by filtration to give 4-(4-chlorophenoxy)nitrobenzene (12.92 g).